This data is from the Open Reaction Database (ORD), a public repository of structured organic reaction records. The task is: describe an organic reaction: reactants, conditions, products, and yield Starting materials: C[O-].[Na+] (sodium methylate), ClC=1C=CC2=C(C(=NC(C(N2)=O)=CN(C)C)C2=C(C=CC=C2)Cl)C1 (7-chloro-5-(2'-chloro-phenyl)-1,3-dihydro-3-(dimethylamino-methylene)-2H-1,4-benzodiazepin-2-one), CI (methyl iodide). Run in CN(C=O)C (dimethylformamide). Yields the product ClC=1C=CC2=C(C(=NC(C(N2C)=O)=CN(C)C)C2=C(C=CC=C2)Cl)C1 (7-Chloro-5-(2'-chloro-phenyl)-1,3-dihydro-3-(dimethylaminomethylene)-1-methyl-2H-1,4-benzodiazepin-2-one). Reaction SMILES: [CH3:1][O-].[Na+].[Cl:4][C:5]1[CH:6]=[CH:7][C:8]2[NH:14][C:13](=[O:15])[C:12](=[CH:16][N:17]([CH3:19])[CH3:18])[N:11]=[C:10]([C:20]3[CH:25]=[CH:24][CH:23]=[CH:22][C:21]=3[Cl:26])[C:9]=2[CH:27]=1.CI>CN(C)C=O>[Cl:4][C:5]1[CH:6]=[CH:7][C:8]2[N:14]([CH3:1])[C:13](=[O:15])[C:12](=[CH:16][N:17]([CH3:19])[CH3:18])[N:11]=[C:10]([C:20]3[CH:25]=[CH:24][CH:23]=[CH:22][C:21]=3[Cl:26])[C:9]=2[CH:27]=1 |f:0.1|. Reported procedure: 35.6 gm of a methanolic 30% sodium methylate solution were added dropwise to a solution of 46.5 gm of 7-chloro-5-(2'-chloro-phenyl)-1,3-dihydro-3-(dimethylamino-methylene)-2H-1,4-benzodiazepin-2-one in 300 ml of dry dimethylformamide at room temperature, accompanied by stirring, and the resulting mixture was stirred for 30 minutes more at room temperature and subsequently cooled to +5°C while stirring. Then, while maintaining that temperature by cooling, 58 gm of methyl iodide were added at a sl... Reactants: O=C(O)c1c(F)c(Cl)cc2cc[nH]c12, C[Si](C)(C)c1ccc(CNCCc2cccc(C(F)(F)F)c2)cc1. The product is C[Si](C)(C)c1ccc(CN(CCc2cccc(C(F)(F)F)c2)C(=O)c2c(F)c(Cl)cc3cc[nH]c23)cc1. Reaction SMILES: [Cl:1][c:2]1[cH:3][c:4]2[cH:5][cH:6][nH:7][c:8]2[c:9]([C:12](=[O:13])[OH:14])[c:10]1[F:11].[F:15][C:16]([c:17]1[cH:18][c:19]([CH2:23][CH2:24][NH:25][CH2:26][c:27]2[cH:28][cH:29][c:30]([Si:33]([CH3:34])([CH3:35])[CH3:36])[cH:31][cH:32]2)[cH:20][cH:21][cH:22]1)([F:37])[F:38]>>[Cl:1][c:2]1[cH:3][c:4]2[cH:5][cH:6][nH:7][c:8]2[c:9]([C:12](=[O:14])[N:25]([CH2:24][CH2:23][c:19]2[cH:18][c:17]([C:16]([F:15])([F:37])[F:38])[cH:22][cH:21][cH:20]2)[CH2:26][c:27]2[cH:28][cH:29][c:30]([Si:33]([CH3:34])([CH3:35])[CH3:36])[cH:31][cH:32]2)[c:10]1[F:11]. Starting materials: Cl (hydrochloric acid), C(=O)C1=C(OCCCCC#N)C=CC=C1OC (5-(2-formyl-3-methoxyphenoxy)pentanonitrile), [I-].[Mg+2].[I-] (magnesium iodide). Run in O1CCCC1 (tetrahydrofuran), CCOCC (ether). Product: C(=O)C1=C(OCCCCC#N)C=CC=C1O (5-(2-formyl-3-hydroxyphenoxy)pentanonitrile), benzene petrol. RXN SMILES: [CH:1]([C:3]1[C:15]([O:16]C)=[CH:14][CH:13]=[CH:12][C:4]=1[O:5][CH2:6][CH2:7][CH2:8][CH2:9][C:10]#[N:11])=[O:2].[I-].[Mg+2].[I-].Cl>O1CCCC1.CCOCC>[CH:1]([C:3]1[C:15]([OH:16])=[CH:14][CH:13]=[CH:12][C:4]=1[O:5][CH2:6][CH2:7][CH2:8][CH2:9][C:10]#[N:11])=[O:2] |f:1.2.3|. Reported procedure: To a stirred solution of 5-(2-formyl-3-methoxyphenoxy)pentanonitrile (2.33 g, 0.01 M) in dry tetrahydrofuran (28 ml) was added dropwise a solution of magnesium iodide (4.17 g, 0.015 M) in dry ether (55 ml). The mixture was then stirred under reflux (51/2 hr). The cooled mixture was poured into 10% hydrochloric acid (50 ml). The organic layer was separated and the aqueous phase extracted with ethyl acetate. The combined organic solutions were washed with water and extracted quickly with 2 N sodiu... Procedure details: The title compound was prepared as colorless oil from the TFA de-protection of [1-(4-phenyl-cyclohexyl)-azetidin-3-yl]-carbamic acid tert-butyl ester (as prepared in the previous step) using the procedure described in Step E of Example 1. Yields the product OC(=O)C(F)(F)F.C1(=CC=CC=C1)C1CCC(CC1)NC1CNC1 ((4-Phenyl-cyclohexyl)-azetidin-3-ylamine TFA Salt). Reaction SMILES: [C:1]([OH:7])([C:3]([F:6])([F:5])[F:4])=[O:2].C(O[C:13](=O)[NH:14][CH:15]1C[N:17]([CH:19]2[CH2:24][CH2:23][CH:22]([C:25]3[CH:30]=[CH:29][CH:28]=[CH:27][CH:26]=3)[CH2:21][CH2:20]2)[CH2:16]1)(C)(C)C>>[OH:7][C:1]([C:3]([F:6])([F:5])[F:4])=[O:2].[C:25]1([CH:22]2[CH2:23][CH2:24][CH:19]([NH:17][CH:16]3[CH2:13][NH:14][CH2:15]3)[CH2:20][CH2:21]2)[CH:30]=[CH:29][CH:28]=[CH:27][CH:26]=1 |f:2.3|. The reactants are C(=O)(C(F)(F)F)O (TFA), C(C)(C)(C)OC(NC1CN(C1)C1CCC(CC1)C1=CC=CC=C1)=O ([1-(4-phenyl-cyclohexyl)-azetidin-3-yl]-carbamic acid tert-butyl ester). Reactants: C(C)OC(C=1C=2N(C=CC1)C(=C(N2)C)C2=C(N=C1N2N=C(C=C1C(CC)CC)C)C)OCC (3-(8-diethoxymethyl-2-methyl-imidazo[1,2-a]pyridin-3-yl)-8-(1-ethyl-propyl)-2,6-dimethyl-imidazo[1,2-b]pyridazine), Cl (HCl). The solvent is CC(=O)C (acetone). Product: C(C)C(CC)C=1C=2N(N=C(C1)C)C(=C(N2)C)C2=C(N=C1N2C=CC=C1C=O)C (3-[8-(1-Ethyl-propyl)-2,6-dimethyl-imidazo[1,2-b]pyridazin-3-yl]-2-methyl-imidazo[1,2-a]pyridine-8-carboxaldehyde). The yield is 71.5%. RXN SMILES: C([O:3][CH:4](OCC)[C:5]1[C:6]2[N:7]([C:11]([C:15]3[N:19]4[N:20]=[C:21]([CH3:29])[CH:22]=[C:23]([CH:24]([CH2:27][CH3:28])[CH2:25][CH3:26])[C:18]4=[N:17][C:16]=3[CH3:30])=[C:12]([CH3:14])[N:13]=2)[CH:8]=[CH:9][CH:10]=1)C.Cl>CC(C)=O>[CH2:25]([CH:24]([C:23]1[C:18]2[N:19]([C:15]([C:11]3[N:7]4[CH:8]=[CH:9][CH:10]=[C:5]([CH:4]=[O:3])[C:6]4=[N:13][C:12]=3[CH3:14])=[C:16]([CH3:30])[N:17]=2)[N:20]=[C:21]([CH3:29])[CH:22]=1)[CH2:27][CH3:28])[CH3:26]. Procedure details: A solution of 3-(8-diethoxymethyl-2-methyl-imidazo[1,2-a]pyridin-3-yl)-8-(1-ethyl-propyl)-2,6-dimethyl-imidazo[1,2-b]pyridazine (2.33 g, 5.20 mmol) in acetone (25 mL) is treated with 5 M HCl (1.0 mL, 5 mmol) and the resulting solution is refluxed for 4 h. The organic solvent is removed in vacuo; the residue is diluted with H2O (100 mL), the pH is adjusted to 8-9 using sat. NaHCO3; the mixture is extracted with EtOAc (2×100 mL); dried with Na2SO4; filtered and concentrated, and purification of th... Starting materials: CCOC(=O)C(C)=NOP(=O)(CC)c1cc(Oc2ccc(C(F)(F)F)cc2Cl)ccc1[N+](=O)[O-], NN, C1CCOC1, [Rh]. Yields the product CCOC(=O)C(C)=NOP(=O)(CC)c1cc(Oc2ccc(C(F)(F)F)cc2Cl)ccc1NO. As a reaction SMILES: [CH2:1]([CH3:2])[P:3](=[O:4])([O:5][N:6]=[C:7]([C:8](=[O:9])[O:10][CH2:11][CH3:12])[CH3:13])[c:14]1[c:15]([N+:32](=[O:33])[O-:34])[cH:16][cH:17][c:18]([O:20][c:21]2[c:22]([Cl:31])[cH:23][c:24]([C:27]([F:28])([F:29])[F:30])[cH:25][cH:26]2)[cH:19]1.[NH2:35][NH2:36].[O:37]1[CH2:38][CH2:39][CH2:40][CH2:41]1.[Rh:42]>>[CH2:1]([CH3:2])[P:3](=[O:4])([O:5][N:6]=[C:7]([C:8](=[O:9])[O:10][CH2:11][CH3:12])[CH3:13])[c:14]1[c:15]([NH:32][OH:33])[cH:16][cH:17][c:18]([O:20][c:21]2[c:22]([Cl:31])[cH:23][c:24]([C:27]([F:28])([F:29])[F:30])[cH:25][cH:26]2)[cH:19]1. Starting materials: C(CC(O)(C(=O)O)CC(=O)O)(=O)O (citric acid), C(#N)C1=CC=C(CBr)C=C1 (4-cyanobenzyl bromide), OC=1C=C(C(=O)OC)C=CC1 (methyl 3-hydroxybenzoate), C([O-])([O-])=O.[K+].[K+] (potassium carbonate). Run in CN(C)C=O (DMF), C(C)(=O)OCC (ethyl acetate). Run at temperature 60 celsius, time 8 hour. The product is C(#N)C1=CC=C(COC=2C=C(C(=O)OC)C=CC2)C=C1 (Methyl 3-(4-cyanobenzyloxy)benzoate). Isolated yield 58.0%. Reaction SMILES: [C:1]([C:3]1[CH:10]=[CH:9][C:6]([CH2:7]Br)=[CH:5][CH:4]=1)#[N:2].[OH:11][C:12]1[CH:13]=[C:14]([CH:19]=[CH:20][CH:21]=1)[C:15]([O:17][CH3:18])=[O:16].C(=O)([O-])[O-].[K+].[K+].C(O)(=O)CC(CC(O)=O)(C(O)=O)O>CN(C=O)C.C(OCC)(=O)C>[C:1]([C:3]1[CH:10]=[CH:9][C:6]([CH2:7][O:11][C:12]2[CH:13]=[C:14]([CH:19]=[CH:20][CH:21]=2)[C:15]([O:17][CH3:18])=[O:16])=[CH:5][CH:4]=1)#[N:2] |f:2.3.4|. Reported procedure: A mixture of 4-cyanobenzyl bromide (40 mmol, 7.84 g), methyl 3-hydroxybenzoate (40 mmol, 6.08 g) and potassium carbonate (60 mmol, 8.29 g) in 50 mL DMF was stirred at 60° C. overnight and the solution was cooled to room temperature. To it was added dilute citric acid followed by ethyl acetate. The organic layer was separated, washed with brine, NaHCO3 and brine, dried (MgSO4), and concentrated to give a solid. The solid was washed with ether two times to give 6.2 g (60%) product. NMR (DMSO-d6): ... The reactants are CN(C)C=O, O=C(Cl)C(=O)Cl, ClCCl, C=Cc1ccccc1C1C(N2C(=O)OCC2c2ccccc2)C(=O)N1CC(=O)O. The product is C=Cc1ccccc1C1C(N2C(=O)OCC2c2ccccc2)C(=O)N1CC(=O)Cl. Reaction SMILES: [CH3:36][N:37]([CH3:38])[CH:39]=[O:40].[Cl:30][C:31]([C:32]([Cl:33])=[O:34])=[O:35].[Cl:41][CH2:42][Cl:43].[c:1]1([CH:7]2[N:8]([CH:13]3[C:14](=[O:29])[N:15]([CH2:25][C:26](=[O:27])[OH:28])[CH:16]3[c:17]3[c:18]([CH:19]=[CH2:20])[cH:21][cH:22][cH:23][cH:24]3)[C:9](=[O:12])[O:10][CH2:11]2)[cH:2][cH:3][cH:4][cH:5][cH:6]1>>[c:1]1([CH:7]2[N:8]([CH:13]3[C:14](=[O:29])[N:15]([CH2:25][C:26](=[O:27])[Cl:30])[CH:16]3[c:17]3[c:18]([CH:19]=[CH2:20])[cH:21][cH:22][cH:23][cH:24]3)[C:9](=[O:12])[O:10][CH2:11]2)[cH:2][cH:3][cH:4][cH:5][cH:6]1. Reactants: COCCOC, CC(C)=O, ClCc1ccc(Cl)cc1Cl, [H-], [Na+], O, CC(C)(C)c1ccc(SCC(O)Cn2ccnc2)cc1. Product: CC(C)(C)c1ccc(SCC(Cn2ccnc2)OCc2ccc(Cl)cc2Cl)cc1. As a reaction SMILES: [CH2:37]([CH2:38][O:39][CH3:40])[O:41][CH3:42].[CH3:3][C:4](=[O:5])[CH3:6].[Cl:27][c:28]1[c:29]([CH2:30][Cl:31])[cH:32][cH:33][c:34]([Cl:36])[cH:35]1.[H-:1].[Na+:2].[OH2:43].[n:7]1([CH2:12][CH:13]([CH2:14][S:15][c:16]2[cH:17][cH:18][c:19]([C:22]([CH3:23])([CH3:24])[CH3:25])[cH:20][cH:21]2)[OH:26])[cH:8][n:9][cH:10][cH:11]1>>[n:7]1([CH2:12][CH:13]([CH2:14][S:15][c:16]2[cH:17][cH:18][c:19]([C:22]([CH3:23])([CH3:24])[CH3:25])[cH:20][cH:21]2)[O:26][CH2:30][c:29]2[c:28]([Cl:27])[cH:35][c:34]([Cl:36])[cH:33][cH:32]2)[cH:8][n:9][cH:10][cH:11]1.